From a dataset of the Open Reaction Database (ORD), a public repository of structured organic reaction records. describe an organic reaction: reactants, conditions, products, and yield Starting materials: O=C(COCc1ccccc1)COCc1ccccc1, C1CCOC1, CCCC[N+](CCCC)(CCCC)CCCC, ClCCl, [F-], C[Si](C)(C)C(F)(F)F. Product: OC(COCc1ccccc1)(COCc1ccccc1)C(F)(F)F. RXN SMILES: [CH2:1]([c:2]1[cH:3][cH:4][cH:5][cH:6][cH:7]1)[O:8][CH2:9][C:10]([CH2:11][O:12][CH2:13][c:14]1[cH:15][cH:16][cH:17][cH:18][cH:19]1)=[O:20].[CH2:50]1[O:51][CH2:52][CH2:53][CH2:54]1.[CH3:30][CH2:31][CH2:32][CH2:33][N+:34]([CH2:35][CH2:36][CH2:37][CH3:38])([CH2:39][CH2:40][CH2:41][CH3:42])[CH2:43][CH2:44][CH2:45][CH3:46].[Cl:47][CH2:48][Cl:49].[F-:29].[F:21][C:22]([F:23])([F:24])[Si:25]([CH3:26])([CH3:27])[CH3:28]>>[CH2:1]([c:2]1[cH:3][cH:4][cH:5][cH:6][cH:7]1)[O:8][CH2:9][C:10]([CH2:11][O:12][CH2:13][c:14]1[cH:15][cH:16][cH:17][cH:18][cH:19]1)([OH:20])[C:22]([F:21])([F:23])[F:24]. The reactants are C(C=C)[Mg]Br (Allylmagnesium bromide), CCOCC (ether), ClC=1C=C2C(=NC1C1=CC=C(C=C1)C1=CC=CC=C1)N=C(N2)O[C@H]2[C@@H]1[C@H](OC2)C(CO1)=O ((3R,3aR,6aS)-3-[[6-chloro-5-(4-phenylphenyl)-1H-imidazo[4,5-b]pyridin-2-yl]oxy]-2,3,3a,6a-tetrahydrofuro[3,2-b]furan-6-one). Solvent: C1CCOC1 (THF). Run at temperature 0 celsius, time 1 hour. The product is C(C=C)[C@]1(CO[C@H]2[C@@H]1OC[C@H]2OC=2NC=1C(=NC(=C(C1)Cl)C1=CC=C(C=C1)C1=CC=CC=C1)N2)O ((3R,3aR,6R,6aS)-6-allyl-3-[[6-chloro-5-(4-phenylphenyl)-1H-imidazo[4,5-b]pyridin-2-yl]oxy]-3,3a,5,6a-tetrahydro-2H-furo[3,2-b]furan-6-ol). Reaction SMILES: [Cl:1][C:2]1[CH:3]=[C:4]2[NH:22][C:21]([O:23][C@@H:24]3[CH2:28][O:27][C@@H:26]4[C:29](=[O:32])[CH2:30][O:31][C@H:25]34)=[N:20][C:5]2=[N:6][C:7]=1[C:8]1[CH:13]=[CH:12][C:11]([C:14]2[CH:19]=[CH:18][CH:17]=[CH:16][CH:15]=2)=[CH:10][CH:9]=1.[CH2:33]([Mg]Br)[CH:34]=[CH2:35].CCOCC>C1COCC1>[CH2:35]([C@:29]1([OH:32])[C@H:26]2[O:27][CH2:28][C@@H:24]([O:23][C:21]3[NH:22][C:4]4[C:5]([N:20]=3)=[N:6][C:7]([C:8]3[CH:13]=[CH:12][C:11]([C:14]5[CH:15]=[CH:16][CH:17]=[CH:18][CH:19]=5)=[CH:10][CH:9]=3)=[C:2]([Cl:1])[CH:3]=4)[C@H:25]2[O:31][CH2:30]1)[CH:34]=[CH2:33]. Procedure: A stirred suspension of (3R,3aR,6aS)-3-[[6-chloro-5-(4-phenylphenyl)-1H-imidazo[4,5-b]pyridin-2-yl]oxy]-2,3,3a,6a-tetrahydrofuro[3,2-b]furan-6-one (314.3 mg, 0.702 mmol) in THF (7.0 ml) was degassed (3×) and placed under nitrogen after being cooled to 0° C. in an ice bath. Allylmagnesium bromide 1.0 M in ether (1.4 ml, 1.400 mmol) was added to the reaction mixture dropwise over 6 minutes. After 1 hour, the reaction mixture was removed from the ice bath and allowed to warm to room temperature. Th... The reactants are CC(C)(C)OC(=O)N1CCCC1COc1ccc(C(=O)Cc2ccccc2)cc1, Cl, C1COCCO1. Yields the product O=C(Cc1ccccc1)c1ccc(OCC2CCCN2)cc1. RXN SMILES: [C:1]([O:2][C:3](=[O:4])[N:8]1[CH:9]([CH2:13][O:14][c:15]2[cH:16][cH:17][c:18]([C:21]([CH2:22][c:23]3[cH:24][cH:25][cH:26][cH:27][cH:28]3)=[O:29])[cH:19][cH:20]2)[CH2:10][CH2:11][CH2:12]1)([CH3:5])([CH3:6])[CH3:7].[ClH:30].[O:31]1[CH2:32][CH2:33][O:34][CH2:35][CH2:36]1>>[NH:8]1[CH:9]([CH2:13][O:14][c:15]2[cH:16][cH:17][c:18]([C:21]([CH2:22][c:23]3[cH:24][cH:25][cH:26][cH:27][cH:28]3)=[O:29])[cH:19][cH:20]2)[CH2:10][CH2:11][CH2:12]1. The reactants are CCCCCCCCCCCC (n-dodecane), BrC=1C=NC2=CC=CC=C2C1 (3-bromoquinoline), [C@@H]1([C@@H](CCCC1)N)N (trans-1,2-cyclohexanediamine), COC(=O)C1=CNC2=CC=CC=C12 (3-methoxycarbonyl-1H-indole), P(=O)([O-])([O-])[O-].[K+].[K+].[K+] (potassium orthophosphate). Reagents/catalysts: [Cu](I)I (copper iodide). The solvent is O1CCOCC1 (1,4-dioxane). Run at temperature 22 celsius, time 48 hour. The product is COC(=O)C1=CN(C2=CC=CC=C12)C=1C=NC2=CC=CC=C2C1 (3-Methoxycarbonyl-1-(quinol-3-yl)-1H-indole). Yield: 79.4%. As a reaction SMILES: CCCCCCCCCCCC.Br[C:14]1[CH:15]=[N:16][C:17]2[C:22]([CH:23]=1)=[CH:21][CH:20]=[CH:19][CH:18]=2.[C@@H]1(N)CCCC[C@H]1N.[CH3:32][O:33][C:34]([C:36]1[C:44]2[C:39](=[CH:40][CH:41]=[CH:42][CH:43]=2)[NH:38][CH:37]=1)=[O:35].P([O-])([O-])([O-])=O.[K+].[K+].[K+]>[Cu](I)I.O1CCOCC1>[CH3:32][O:33][C:34]([C:36]1[C:44]2[C:39](=[CH:40][CH:41]=[CH:42][CH:43]=2)[N:38]([C:14]2[CH:15]=[N:16][C:17]3[C:22]([CH:23]=2)=[CH:21][CH:20]=[CH:19][CH:18]=3)[CH:37]=1)=[O:35] |f:4.5.6.7|. Procedure details: 5 cm3 of 1,4-dioxane, 230 cm3 of n-dodecane, 1.04 g (5 mmol) of 3-bromoquinoline and 0.6 cm3 (5 mmol) of trans-1,2-cyclohexanediamine are added at 22° C. under an argon atmosphere to 0.876 g (5 mmol) of 3-methoxycarbonyl-1H-indole, 2.23 g (10.51 mmol) of potassium orthophosphate and 0.09 g (0.5 mmol) of copper iodide. After stirring at 100° C. for 31 hours and after 48 hours at 22° C., the reaction mixture is concentrated to dryness under reduced pressure (2.7 kPa). The residue is diluted with 1... The reactants are [BH4-].[Na+] (sodium borohydride), C(C)(=O)N1NC[C@@H]([C@H]1[C@@H](CO)O)O ((3S,4S)-2-Acetyl-3-[(1S)-1,2-dihydroxyethyl]-4-hydroxypyrazolidine), I(=O)(=O)(=O)[O-].[Na+] (sodium periodate). The solvent is C(C)O (ethanol), O (water). Reaction conditions: temperature 5 celsius. Yields the product C(C)(=O)N1NC[C@@H]([C@H]1CO)O ((3R,4S)-2-Acetyl-4-hydroxy-3-hydroxymethyl-pyrazolidine). Yield: 75.8%. RXN SMILES: [C:1]([N:4]1[C@H:8]([C@H:9]([OH:12])CO)[C@@H:7]([OH:13])[CH2:6][NH:5]1)(=[O:3])[CH3:2].I([O-])(=O)(=O)=O.[Na+].[BH4-].[Na+]>C(O)C.O>[C:1]([N:4]1[C@H:8]([CH2:9][OH:12])[C@@H:7]([OH:13])[CH2:6][NH:5]1)(=[O:3])[CH3:2] |f:1.2,3.4|. Procedure details: A solution of 19 (80 mg, 0.42 mmol) in ethanol (5 mL) was added dropwise to a stirred solution of sodium periodate (150 mg, 0.7 mmol) in water (5 mL) at such a rate so as to maintain the reaction temperature at 5° C. On completion, sodium borohydride (135 mg, xs) was added portionwise to the resulting suspension at such a rate so as to maintain the reaction temperature at 0° C. and on complete addition the reaction was allowed to warm to r.t. Flash chromatography grade silica was added to the re... The reactants are CC(C)(O)c1ccccc1, O. The product is C=C(C)c1ccccc1. Reaction SMILES: [CH3:1][C:2]([c:3]1[cH:4][cH:5][cH:6][cH:7][cH:8]1)([CH3:9])[OH:10].[OH2:11]>>[CH2:1]=[C:2]([c:3]1[cH:4][cH:5][cH:6][cH:7][cH:8]1)[CH3:9]. Starting materials: BrCC([C@]1(CC[C@H]2[C@@H]3CCC4=CC(C=C[C@]4(C)[C@H]3CC[C@]12C)=O)O)=O (21-bromo-17-hydroxy-1,4-pregnadiene-3,20-dione), C(C)(=O)[O-].[K+] (potassium acetate), ice water. The solvent is C(C)(=O)OCC (ethyl acetate), CC(=O)C (acetone). Product: C(C)(=O)OCC([C@]1(CC[C@H]2[C@@H]3CCC4=CC(C=C[C@]4(C)[C@H]3CC[C@]12C)=O)O)=O (21-acetoxy-17-hydroxy-1,4-pregnadiene-3,20-dione). Isolated yield 91.3%. As a reaction SMILES: Br[CH2:2][C:3](=[O:25])[C@:4]1([OH:24])[C@:21]2([CH3:22])[C@H:7]([C@H:8]3[C@H:18]([CH2:19][CH2:20]2)[C@:16]2([CH3:17])[C:11](=[CH:12][C:13](=[O:23])[CH:14]=[CH:15]2)[CH2:10][CH2:9]3)[CH2:6][CH2:5]1.[C:26]([O-:29])(=[O:28])[CH3:27].[K+]>CC(C)=O.C(OCC)(=O)C>[C:26]([O:29][CH2:2][C:3](=[O:25])[C@:4]1([OH:24])[C@:21]2([CH3:22])[C@H:7]([C@H:8]3[C@H:18]([CH2:19][CH2:20]2)[C@:16]2([CH3:17])[C:11](=[CH:12][C:13](=[O:23])[CH:14]=[CH:15]2)[CH2:10][CH2:9]3)[CH2:6][CH2:5]1)(=[O:28])[CH3:27] |f:1.2|. Procedure: 3.0 g of 21-bromo-17-hydroxy-1,4-pregnadiene-3,20-dione is stirred in 60 ml of acetone with 3.0 g of potassium acetate at 50° C. The reaction mixture is introduced into ice water after 2 hours, the thus-precipitated product is suctioned off, dissolved in ethyl acetate, washed with water, and dried over sodium sulfate, thus producing 2.6 g of 21-acetoxy-17-hydroxy-1,4-pregnadiene-3,20-dione, mp 214° C. Starting materials: bromo, C(C1=CC=CC=C1)N1CCC(CC1)=O (1-benzyl-4-piperidone), [NH4+].[Cl-] (NH4Cl), [Mg] (magnesium), BrC=1N(C=CC1)CC1=C(C=CC=C1)F (2-bromo-1-(2-fluorobenzyl)pyrrole). Reagents/catalysts: BrC(C)Br (dibromoethane), solution. Run in O1CCCC1 (THF), O1CCCC1 (tetrahydrofuran), CCOCC (ether), O1CCCC1 (THF). Product: FC1=C(C=CC=C1)CN1C(=CC=C1)C1(CCN(CC1)CC1=CC=CC=C1)O (4-[1-((2-fluorophenyl)methyl)- 1H-pyrrol-2-yl]-1-benzyl-4-piperidinol). The yield is 72.3%. Reaction SMILES: [Mg].Br[C:3]1[N:4]([CH2:8][C:9]2[CH:14]=[CH:13][CH:12]=[CH:11][C:10]=2[F:15])[CH:5]=[CH:6][CH:7]=1.[CH2:16]([N:23]1[CH2:28][CH2:27][C:26](=[O:29])[CH2:25][CH2:24]1)[C:17]1[CH:22]=[CH:21][CH:20]=[CH:19][CH:18]=1.[NH4+].[Cl-]>O1CCCC1.CCOCC.BrC(Br)C>[F:15][C:10]1[CH:11]=[CH:12][CH:13]=[CH:14][C:9]=1[CH2:8][N:4]1[CH:5]=[CH:6][CH:7]=[C:3]1[C:26]1([OH:29])[CH2:27][CH2:28][N:23]([CH2:16][C:17]2[CH:22]=[CH:21][CH:20]=[CH:19][CH:18]=2)[CH2:24][CH2:25]1 |f:3.4|. Procedure: To a suspension of magnesium turnings (2.2 g, 0.09 mole) in 60 ml tetrahydrofuran (THF) and 30 ml ether, was added a few drops of a solution of 2-bromo-1-(2-fluorobenzyl)pyrrole (20 g, 0.074 mole) in 60 ml THF. The reaction was initiated with a few drops of dibromoethane and heat, and reflux was maintained by the addition of the bromo compound. After stirring at reflux for 30 minutes, the mixture was cooled with an ice bath, then a solution of 1-benzyl-4-piperidone (11.2 g, 0.06 mole) in 75 ml T... Starting materials: Sc1ccc(Br)cc1, O=c1cc(Cl)c2cccnc2n1Cc1ccccc1, [H-], [Na+], CN(C)C=O. Yields the product O=c1cc(Sc2ccc(Br)cc2)c2cccnc2n1Cc1ccccc1. Reaction SMILES: [Br:3][c:4]1[cH:5][cH:6][c:7]([SH:10])[cH:8][cH:9]1.[CH2:11]([c:12]1[cH:13][cH:14][cH:15][cH:16][cH:17]1)[n:18]1[c:19](=[O:29])[cH:20][c:21]([Cl:28])[c:22]2[cH:23][cH:24][cH:25][n:26][c:27]12.[H-:2].[Na+:1].[O:30]=[CH:31][N:32]([CH3:33])[CH3:34]>>[Br:3][c:4]1[cH:5][cH:6][c:7]([S:10][c:21]2[cH:20][c:19](=[O:29])[n:18]([CH2:11][c:12]3[cH:13][cH:14][cH:15][cH:16][cH:17]3)[c:27]3[c:22]2[cH:23][cH:24][cH:25][n:26]3)[cH:8][cH:9]1.